This data is from the Open Reaction Database (ORD), a public repository of structured organic reaction records. The task is: describe an organic reaction: reactants, conditions, products, and yield Starting materials: CCC(=O)c1ccccn1, CC(=O)O, CO, NNc1nc2ccccc2o1. Yields the product CCC(=NNc1nc2ccccc2o1)c1ccccn1. Reaction SMILES: [C:1]([CH2:2][CH3:3])(=[O:4])[c:5]1[n:6][cH:7][cH:8][cH:9][cH:10]1.[CH3:22][C:23](=[O:24])[OH:25].[CH3:26][OH:27].[NH:11]([NH2:12])[c:13]1[o:14][c:15]2[c:16]([n:17]1)[cH:18][cH:19][cH:20][cH:21]2>>[C:1]([CH2:2][CH3:3])([c:5]1[n:6][cH:7][cH:8][cH:9][cH:10]1)=[N:12][NH:11][c:13]1[o:14][c:15]2[c:16]([n:17]1)[cH:18][cH:19][cH:20][cH:21]2.